This data is from the Open Reaction Database (ORD), a public repository of structured organic reaction records. The task is: describe an organic reaction: reactants, conditions, products, and yield The reactants are C1(CC1)C(=O)OC (methyl cyclopropanecarboxylate), BrC1=C(C=O)C=CC=C1C#N (2-bromo-3-cyanobenzaldehyde), NC1=NNC=C1 (3-aminopyrazole). The product is BrC1=C(C=CC=C1C#N)C1C=2C(NC(=C1C#N)C1CC1)=NNC2 (4-(2-Bromo-3-cyanophenyl)-5-cyano-6-cyclopropyl-4,7-dihydro-2H-pyrazolo[3,4-b]pyridine). RXN SMILES: [CH:1]1([C:4](OC)=O)C[CH2:2]1.[Br:8][C:9]1[C:16]([C:17]#[N:18])=[CH:15][CH:14]=[CH:13][C:10]=1[CH:11]=O.[NH2:19][C:20]1[CH:24]=[CH:23][NH:22][N:21]=1>>[Br:8][C:9]1[C:16]([C:17]#[N:18])=[CH:15][CH:14]=[CH:13][C:10]=1[CH:11]1[C:16]([C:17]#[N:18])=[C:15]([CH:4]2[CH2:1][CH2:2]2)[NH:19][C:20]2=[N:21][NH:22][CH:23]=[C:24]12. Procedure details: The title compound was prepared from methyl cyclopropanecarboxylate, 2-bromo-3-cyanobenzaldehyde and 3-aminopyrazole in the same manner as in Example 94. The reactants are C(C)(C)(C)OC(C(=O)OC)C1=C(C(=NN1C)C1=NC=CC=C1)C=1C=CC2=C(CCCO2)C1 (methyl 2-(tert-butoxy)-2-[4-(3,4-dihydro-2H-1-benzopyran-6-yl)-1-methyl-3-(pyridin-2-yl)-1H-pyrazol-5-yl]acetate), [OH-].[K+] (potassium hydroxide). Run in C(C)O (ethanol), O (water). The product is C(C)(C)(C)OC(C(=O)O)C1=C(C(=NN1C)C1=NC=CC=C1)C=1C=CC2=C(CCCO2)C1 (2-(tert-butoxy)-2-[4-(3,4-dihydro-2H-1-benzopyran-6-yl)-1-methyl-3-(pyridin-2-yl)-1H-pyrazol-5-yl]acetic acid). Isolated yield 58.5%. Reaction SMILES: [C:1]([O:5][CH:6]([C:11]1[N:15]([CH3:16])[N:14]=[C:13]([C:17]2[CH:22]=[CH:21][CH:20]=[CH:19][N:18]=2)[C:12]=1[C:23]1[CH:24]=[CH:25][C:26]2[O:31][CH2:30][CH2:29][CH2:28][C:27]=2[CH:32]=1)[C:7]([O:9]C)=[O:8])([CH3:4])([CH3:3])[CH3:2].[OH-].[K+]>C(O)C.O>[C:1]([O:5][CH:6]([C:11]1[N:15]([CH3:16])[N:14]=[C:13]([C:17]2[CH:22]=[CH:21][CH:20]=[CH:19][N:18]=2)[C:12]=1[C:23]1[CH:24]=[CH:25][C:26]2[O:31][CH2:30][CH2:29][CH2:28][C:27]=2[CH:32]=1)[C:7]([OH:9])=[O:8])([CH3:4])([CH3:2])[CH3:3] |f:1.2|. Reported procedure: A mixture of methyl 2-(tert-butoxy)-2-[4-(3,4-dihydro-2H-1-benzopyran-6-yl)-1-methyl-3-(pyridin-2-yl)-1H-pyrazol-5-yl]acetate (9h) (58 mg, 0.13 mmol) and potassium hydroxide (65 mg, 0.53 mmol) in a mixture of ethanol (1.0 mL) and water (1.0 mL) was refluxed overnight. The mixture was concentrated in vacuo. Water (2 mL) was added to the residue and the aqueous layer was washed with diethyl ether (2 mL), acidified with 1M hydrochloric acid until pH 3 and extracted with ethyl acetate (2×3 mL). The ... Reactants: BrC(C(=O)O)CCCCCCCC (2-bromodecanoic acid), OP(=O)(O)O (H3PO4), C(C(=O)Cl)(=O)Cl (oxalyl chloride), NC1=C2C=CC=NC2=CC=C1SC (5-amino-6-methylthioquinoline). Reagents/catalysts: CN(C)C=O (DMF). Run in C(C)(=O)OCC (ethyl acetate), C(Cl)Cl (CH2Cl2), C(Cl)Cl (CH2Cl2). Run at time 1 hour. Product: CSC=1C(=C2C=CC=NC2=CC1)NC(C(CCCCCCCC)Br)=O (N-(6-methylthioquinolin-5-yl)-2-bromodecanamide). The yield is 62.1%. Reaction SMILES: [Br:1][CH:2]([CH2:6][CH2:7][CH2:8][CH2:9][CH2:10][CH2:11][CH2:12][CH3:13])[C:3]([OH:5])=O.C(Cl)(=O)C(Cl)=O.[NH2:20][C:21]1[C:30]([S:31][CH3:32])=[CH:29][CH:28]=[C:27]2[C:22]=1[CH:23]=[CH:24][CH:25]=[N:26]2.OP(O)(O)=O>CN(C=O)C.C(Cl)Cl.C(OCC)(=O)C>[CH3:32][S:31][C:30]1[C:21]([NH:20][C:3](=[O:5])[CH:2]([Br:1])[CH2:6][CH2:7][CH2:8][CH2:9][CH2:10][CH2:11][CH2:12][CH3:13])=[C:22]2[C:27](=[CH:28][CH:29]=1)[N:26]=[CH:25][CH:24]=[CH:23]2. Reported procedure: To a stirred solution of 2-bromodecanoic acid (184 mg, 0.73 mmol) in CH2C12 (3.0 ml) was injected by syringe oxalyl chloride (0.06 ml, 105 mol %) and then DMF (1 drop). After stirring at room temperature for 1 hour, N-methyl morpoline (0.24 ml, 300 mol %) was added. To this mixture was injected a solution of 5-amino-6-methylthioquinoline (139 mg, 100 mol %) in CH2Cl2 (2.0 ml). After stirring at room temperature for an additional 30 min. the reaction mixture was diluted with CH2Cl2 (30 ml), poure... Starting materials: ClC1=C(N=NC(=C1)Cl)C(=O)OCC (ethyl 4,6-dichloropyridazine-3-carboxylate), FC=1C=CC(=NC1C)N (5-fluoro-6-methylpyridin-2-amine). Run in C(C)#N (acetonitrile). Run at temperature 140 celsius. Yields the product ClC1=CC(=C(N=N1)C(=O)OCC)NC1=NC(=C(C=C1)F)C (ethyl 6-chloro-4-(5-fluoro-6-methylpyridin-2-ylamino)pyridazine-3-carboxylate). Isolated yield 16.3%. Reaction SMILES: Cl[C:2]1[CH:7]=[C:6]([Cl:8])[N:5]=[N:4][C:3]=1[C:9]([O:11][CH2:12][CH3:13])=[O:10].[F:14][C:15]1[CH:16]=[CH:17][C:18]([NH2:22])=[N:19][C:20]=1[CH3:21]>C(#N)C>[Cl:8][C:6]1[N:5]=[N:4][C:3]([C:9]([O:11][CH2:12][CH3:13])=[O:10])=[C:2]([NH:22][C:18]2[CH:17]=[CH:16][C:15]([F:14])=[C:20]([CH3:21])[N:19]=2)[CH:7]=1. Procedure details: A pressure tube was charged with ethyl 4,6-dichloropyridazine-3-carboxylate (300 mg, 1.36 mmol), 5-fluoro-6-methylpyridin-2-amine (257 mg, 2.04 mmol), and acetonitrile (8 mL) and then heated at 140° C. for 3 d. After cooling to room temperature the reaction mixture was concentrated in vacuo and the residue purified by chromatography (silica, 50 μm, 80 g, Analogix, 0 to 10% acetone in dichloromethane, 25 min) to afford ethyl 6-chloro-4-(5-fluoro-6-methylpyridin-2-ylamino)pyridazine-3-carboxylate ... Reactants: COC(=O)C1=CC=2N(C=C1)C=CN2 (imidazo[1,2-α]pyridine-7-carboxylic acid methyl ester), [BH4-].[Na+] (sodium borohydride). Solvent: CO (methanol). The product is N (ammonia), N=1C=CN2C1C=C(C=C2)CO (imidazo[1,2-α]pyridin-7-ylmethanol). Isolated yield 193.6%. As a reaction SMILES: C[O:2][C:3]([C:5]1[CH:10]=[CH:9][N:8]2[CH:11]=[CH:12][N:13]=[C:7]2[CH:6]=1)=O.[BH4-].[Na+]>CO>[NH3:8].[N:13]1[CH:12]=[CH:11][N:8]2[CH:9]=[CH:10][C:5]([CH2:3][OH:2])=[CH:6][C:7]=12 |f:1.2|. Reported procedure: To a cooled (0° C.) solution of imidazo[1,2-α]pyridine-7-carboxylic acid methyl ester (2.15 g, 12.2 mmol) in methanol (50 ml) was added sodium borohydride (4.64 g, 12.2 mmol) in portions over 15 min. The mixture was heated under reflux for 3 h, cooled to ambient temperature and evaporated to dryness. The residue was dissolved in dichloromethane:methanol (300 ml of a 1:1 mixture) and pre-adsorbed onto silica. Purification by silica gel chromatography eluting with dichloromethane/methanol/conc. am... Reactants: ClC1=C(C=NC2=CC=CC=C12)[N+](=O)[O-] (4-Chloro-3-nitroquinoline), CC1=C(N)C=CC=C1 (2-methylaniline). The solvent is C1CCOC1 (THF). The product is CC1=C(C=CC=C1)NC1=C(C=NC2=CC=CC=C12)[N+](=O)[O-] (4 - (2 -Methylphenylamino)-3 -nitroquinoline). The yield is 43.0%. RXN SMILES: Cl[C:2]1[C:11]2[C:6](=[CH:7][CH:8]=[CH:9][CH:10]=2)[N:5]=[CH:4][C:3]=1[N+:12]([O-:14])=[O:13].[CH3:15][C:16]1[CH:22]=[CH:21][CH:20]=[CH:19][C:17]=1[NH2:18]>C1COCC1>[CH3:15][C:16]1[CH:22]=[CH:21][CH:20]=[CH:19][C:17]=1[NH:18][C:2]1[C:11]2[C:6](=[CH:7][CH:8]=[CH:9][CH:10]=2)[N:5]=[CH:4][C:3]=1[N+:12]([O-:14])=[O:13]. Reported procedure: 4-Chloro-3-nitroquinoline (J. Med. Chem. 1974, 17, 245) (2.08 g, 0.01 mol) and 2-methylaniline (2.14 g, 0.02 mol) were dissolved in THF (50 ml) and the mixture stirred at reflux for 16 hours, during which time a pale yellow solid was deposited. After cooling, the solvent was evaporated and the residue dissolved in 2M HCl (80 ml). The acidic solution was extracted with CHCl3 (×3) and the chloroform solution washed with aqueous NaHCO3 and water. Drying and evaporation of the chloroform gave an ora...